This data is from the Open Reaction Database (ORD), a public repository of structured organic reaction records. The task is: describe an organic reaction: reactants, conditions, products, and yield Reactants: C(=O)(C(F)(F)F)O (TFA), OC1(CCN(CC1)C(=O)OC(C)(C)C)CN1N=CC(=C1)C1=CC(=CC(=C1)NC1=NC=CC(=N1)C(F)(F)F)C (racemic tert-butyl 4-hydroxy-4-((4-(3-methyl-5-((4-(trifluoromethyl) pyrimidin-2-yl)amino)phenyl)-1H-pyrazol-1-yl)methyl)piperidine-1-carboxylate), C(=O)(C(F)(F)F)O (TFA). Run in ClCCl (dichloromethane). Reaction conditions: time 2 day. The product is CC=1C=C(C=C(C1)NC1=NC=CC(=N1)C(F)(F)F)C=1C=NN(C1)CC1(CCNCC1)O (4-((4-(3-methyl-5-((4-(trifluoromethyl)pyrimidin-2-yl)amino)phenyl)-1H-pyrazol-1-yl)methyl)piperidin-4-ol). As a reaction SMILES: C(O)(C(F)(F)F)=O.[OH:8][C:9]1([CH2:22][N:23]2[CH:27]=[C:26]([C:28]3[CH:33]=[C:32]([NH:34][C:35]4[N:40]=[C:39]([C:41]([F:44])([F:43])[F:42])[CH:38]=[CH:37][N:36]=4)[CH:31]=[C:30]([CH3:45])[CH:29]=3)[CH:25]=[N:24]2)[CH2:14][CH2:13][N:12](C(OC(C)(C)C)=O)[CH2:11][CH2:10]1>ClCCl>[CH3:45][C:30]1[CH:29]=[C:28]([C:26]2[CH:25]=[N:24][N:23]([CH2:22][C:9]3([OH:8])[CH2:14][CH2:13][NH:12][CH2:11][CH2:10]3)[CH:27]=2)[CH:33]=[C:32]([NH:34][C:35]2[N:40]=[C:39]([C:41]([F:43])([F:44])[F:42])[CH:38]=[CH:37][N:36]=2)[CH:31]=1. Procedure details: TFA (0.1 mL 1.298 mmol) was added to the solution of racemic tert-butyl 4-hydroxy-4-((4-(3-methyl-5-((4-(trifluoromethyl) pyrimidin-2-yl)amino)phenyl)-1H-pyrazol-1-yl)methyl)piperidine-1-carboxylate (120 mg, 0.23 mmol) in dichloromethane (1 mL). The mixture was stirred at room temperature for 2 days. Additional TFA (0.2 mL) was added and the mixture was stirred for 16 hours. The mixture was purified on reverse phase HPLC (ACN/water with 0.1% TFA modifier) to afford 4-((4-(3-methyl-5-((4-(trifluo... The reactants are CCOC(=O)Cl, ClCCl, COc1nc2cc(C)c(C)cc2nc1N, c1ccncc1. The product is CCOC(=O)Nc1nc2cc(C)c(C)cc2nc1OC. RXN SMILES: [Cl:16][C:17](=[O:18])[O:19][CH2:20][CH3:21].[Cl:28][CH2:29][Cl:30].[NH2:1][c:2]1[n:3][c:4]2[cH:5][c:6]([CH3:15])[c:7]([CH3:14])[cH:8][c:9]2[n:10][c:11]1[O:12][CH3:13].[cH:22]1[cH:23][cH:24][n:25][cH:26][cH:27]1>>[NH:1]([c:2]1[n:3][c:4]2[cH:5][c:6]([CH3:15])[c:7]([CH3:14])[cH:8][c:9]2[n:10][c:11]1[O:12][CH3:13])[C:17](=[O:18])[O:19][CH2:20][CH3:21]. Starting materials: [C@@H]1([C@@H](O)C[C@H](O1)CO)N1C(=O)NC(=O)C=C1 (1-(3-deoxy-β-D-threopentofuranosyl)-uracil), N1=CC=CC=C1 (pyridine), C (charcoal), N1=CC=CC=C1 (pyridine), C1(=CC=C(C=C1)S(=O)(=O)Cl)C (p-toluenesulfonyl chloride). The solvent is C(C)O (ethanol), C(C)O (ethanol). Reaction conditions: temperature 0 celsius, time 16 hour. Yields the product S(=O)(=O)(C1=CC=C(C)C=C1)OC[C@@H]1C[C@@H]([C@@H](O1)N1C(=O)NC(=O)C=C1)O (1-(5-O-Tosyl-3-deoxy-β-D-threopentofuranosyl)-uracil). Reaction SMILES: [C@@H:1]1([N:9]2[CH:16]=[CH:15][C:13](=[O:14])[NH:12][C:10]2=[O:11])[O:6][C@H:5]([CH2:7][OH:8])[CH2:4][C@@H:2]1[OH:3].N1C=CC=CC=1.[C:23]1([CH3:33])[CH:28]=[CH:27][C:26]([S:29](Cl)(=[O:31])=[O:30])=[CH:25][CH:24]=1.C>C(O)C>[S:29]([O:8][CH2:7][C@H:5]1[O:6][C@@H:1]([N:9]2[CH:16]=[CH:15][C:13](=[O:14])[NH:12][C:10]2=[O:11])[C@@H:2]([OH:3])[CH2:4]1)([C:26]1[CH:27]=[CH:28][C:23]([CH3:33])=[CH:24][CH:25]=1)(=[O:31])=[O:30]. Procedure details: With moisture excluded, a solution consisting of 228 mg. (1.0 millimoles) of 1-(3-deoxy-β-D-threopentofuranosyl)-uracil [Prepared according to the method described by Horwitz et al., J. Org. Chem. 31, pp. 205--211 (1966)] and 2.5 ml. pyridine was chilled to 0° C. and a solution consisting of 236 mg. (1.24 millimoles) p-toluenesulfonyl chloride and 2.5 ml. pyridine was added dropwise while the temperature of the reaction mixture was maintained at 0° C. The reaction vessel was securely sealed and ...